From a dataset of the Open Reaction Database (ORD), a public repository of structured organic reaction records. describe an organic reaction: reactants, conditions, products, and yield Starting materials: BrC=1C=CC(=C(C#N)C1)O (5-bromo-2-hydroxybenzonitrile), FC1=C(CBr)C=CC=C1 (2-fluorobenzylbromide), C([O-])([O-])=O.[K+].[K+] (potassium carbonate). The solvent is C(C)OCC (diethylether). Product: BrC=1C=CC(=C(C#N)C1)OCC1=C(C=CC=C1)F (5-bromo-2-{[(2-fluorophenyl)methyl]oxy}benzonitrile). Yield: 92.0%. RXN SMILES: [Br:1][C:2]1[CH:3]=[CH:4][C:5]([OH:10])=[C:6]([CH:9]=1)[C:7]#[N:8].[F:11][C:12]1[CH:19]=[CH:18][CH:17]=[CH:16][C:13]=1[CH2:14]Br.C(=O)([O-])[O-].[K+].[K+]>C(OCC)C>[Br:1][C:2]1[CH:3]=[CH:4][C:5]([O:10][CH2:14][C:13]2[CH:16]=[CH:17][CH:18]=[CH:19][C:12]=2[F:11])=[C:6]([CH:9]=1)[C:7]#[N:8] |f:2.3.4|. Procedure: A solution of 5-bromo-2-hydroxybenzonitrile (3.31 g, 16.71 mmol), synthesized as described in J. Org. Chem. 1997, 13, 4504-4506, 2-fluorobenzylbromide (commercially available, 2.02 ml, 3.16 g, 16.71 mmol) and potassium carbonate (3.46 g, 25.06 mmol) was stirred overnight at room temperature. Then diethylether was added and the solution was washed with water, 1M NaOH and brine. The organic layer was dried (Na2SO4), filtered and evaporated to afford the title compound (4.74 g, 92%). 1H-NMR (400 MH... Starting materials: [Na] (sodium), N1=C2C(=CC=C1)CC1=C(O2)C=CC(=C1)C(C(=O)C)C#N (1-(5H-[1]benzopyrano[2,3-b]pyridin-7-yl)-1-cyano-acetone), CI (methyl iodide). Run in CN(C=O)C (dimethylformamide). Product: N1=C2C(=CC=C1)CC1=C(O2)C=CC(=C1)C(C(C)=O)(C)C#N (3-(5H-[1]-benzopyrano[2,3-b]pyridin-7-yl)-3-cyano-2-butanone). RXN SMILES: [Na].[N:2]1[CH:7]=[CH:6][CH:5]=[C:4]2[CH2:8][C:9]3[CH:15]=[C:14]([CH:16]([C:20]#[N:21])[C:17]([CH3:19])=[O:18])[CH:13]=[CH:12][C:10]=3[O:11][C:3]=12.[CH3:22]I>CN(C)C=O>[N:2]1[CH:7]=[CH:6][CH:5]=[C:4]2[CH2:8][C:9]3[CH:15]=[C:14]([C:16]([C:20]#[N:21])([CH3:22])[C:17](=[O:18])[CH3:19])[CH:13]=[CH:12][C:10]=3[O:11][C:3]=12 |^1:0|. Procedure details: 2.9 g of sodium salt of 1-(5H-[1]benzopyrano[2,3-b]pyridin-7-yl)-1-cyano-acetone is dissolved in 15 ml of dried dimethylformamide, 1.6 g of methyl iodide is added to the solution with stirring, and the mixture is stirred at room temperature for 1.5 hours. The reaction mixture is concentrated, and water is added to the oily residue. The crystalline precipitate is filtered off and recrystallized from ethanol to give 2.2 g of 3-(5H-[1]-benzopyrano[2,3-b]pyridin-7-yl)-3-cyano-2-butanone as white nee...